Dataset: the Open Reaction Database (ORD), a public repository of structured organic reaction records. Task: describe an organic reaction: reactants, conditions, products, and yield The reactants are ClC1=C(C(=NC2=CC(=CC=C12)F)C1=NC=CC=C1)C (4-chloro-7-fluoro-3-methyl-2-(pyridin-2-yl)quinoline), C(=C)[Sn](CCCC)(CCCC)CCCC (vinyl tributyl tin), [F-].[Cs+] (cesium fluoride). The reagents and catalysts are C=1C=CC(=CC1)/C=C/C(=O)/C=C/C2=CC=CC=C2.C=1C=CC(=CC1)/C=C/C(=O)/C=C/C2=CC=CC=C2.C=1C=CC(=CC1)/C=C/C(=O)/C=C/C2=CC=CC=C2.[Pd].[Pd] (tris(dibenzylideneacetone)dipalladium). The solvent is O1CCOCC1 (dioxane). The product is FC1=CC=C2C(=C(C(=NC2=C1)C1=NC=CC=C1)C)C=C (7-fluoro-3-methyl-2-(pyridin-2-yl)-4-vinylquinoline). Reaction SMILES: Cl[C:2]1[C:11]2[C:6](=[CH:7][C:8]([F:12])=[CH:9][CH:10]=2)[N:5]=[C:4]([C:13]2[CH:18]=[CH:17][CH:16]=[CH:15][N:14]=2)[C:3]=1[CH3:19].[CH:20]([Sn](CCCC)(CCCC)CCCC)=[CH2:21].[F-].[Cs+]>C1C=CC(/C=C/C(/C=C/C2C=CC=CC=2)=O)=CC=1.C1C=CC(/C=C/C(/C=C/C2C=CC=CC=2)=O)=CC=1.C1C=CC(/C=C/C(/C=C/C2C=CC=CC=2)=O)=CC=1.[Pd].[Pd].O1CCOCC1>[F:12][C:8]1[CH:7]=[C:6]2[C:11]([C:2]([CH:20]=[CH2:21])=[C:3]([CH3:19])[C:4]([C:13]3[CH:18]=[CH:17][CH:16]=[CH:15][N:14]=3)=[N:5]2)=[CH:10][CH:9]=1 |f:2.3,4.5.6.7.8|. Procedure: A solution of 4-chloro-7-fluoro-3-methyl-2-(pyridin-2-yl)quinoline (2.67 g, 9.79 mmol), bis(tri-tert-butylphosphine)palladium (0) (0.600 g, 1.175 mmol), vinyl tributyl tin (3.26 mL, 10.28 mmol), cesium fluoride (1.49 g, 9.79 mmol), and dioxane (20 mL) was stirred at 105° C. under nitrogen for 30 minutes, then concd. The resulting residue was partitioned between EtOAc and water, and the organic phase was dried over magnesium sulfate and concd. This afforded a crude material that was purified by c... Starting materials: COc1cc(C(=O)NC2CCN(C(=O)OC(C)(C)C)CC2)ccc1Nc1ncc2c(n1)N(C1CCC1)CC(F)(F)C(=O)N2C, ClCCl, O=C(O)C(F)(F)F. Yields the product COc1cc(C(=O)NC2CCNCC2)ccc1Nc1ncc2c(n1)N(C1CCC1)CC(F)(F)C(=O)N2C. RXN SMILES: [C:1]([O:2][C:3](=[O:4])[N:8]1[CH2:9][CH2:10][CH:11]([NH:14][C:15]([c:16]2[cH:17][c:18]([O:42][CH3:43])[c:19]([NH:22][c:23]3[n:24][cH:25][c:26]4[c:27]([n:41]3)[N:28]([CH:37]3[CH2:38][CH2:39][CH2:40]3)[CH2:29][C:30]([F:35])([F:36])[C:31](=[O:34])[N:32]4[CH3:33])[cH:20][cH:21]2)=[O:44])[CH2:12][CH2:13]1)([CH3:5])([CH3:6])[CH3:7].[Cl:52][CH2:53][Cl:54].[OH:45][C:46]([C:47]([F:48])([F:49])[F:50])=[O:51]>>[NH:8]1[CH2:9][CH2:10][CH:11]([NH:14][C:15]([c:16]2[cH:17][c:18]([O:42][CH3:43])[c:19]([NH:22][c:23]3[n:24][cH:25][c:26]4[c:27]([n:41]3)[N:28]([CH:37]3[CH2:38][CH2:39][CH2:40]3)[CH2:29][C:30]([F:35])([F:36])[C:31](=[O:34])[N:32]4[CH3:33])[cH:20][cH:21]2)=[O:44])[CH2:12][CH2:13]1. Starting materials: [OH-].[K+] (KOH), C(=O)(O)CN1CCN(CCN(CCNCC1)CC(=O)O)C(C(=O)O)CCC(C(=O)O)N1CCN(CCNCCN(CC1)CC(=O)O)CC(=O)O (2,5-Bis[4,10-dicarboxymethyl-1,4,7,10-tetraazacyclododecan-1-yl]hexan-1,6-dioic acid), C1C(O1)CO (Glycidol). The solvent is O (water). Run at time 5 day. Product: OC(CN1CCN(CCN(CCN(CC1)CC(=O)O)C(C(=O)O)CCC(C(=O)O)N1CCN(CCN(CCN(CC1)CC(=O)O)CC(CO)O)CC(=O)O)CC(=O)O)CO (2,5-Bis[7-(2,3-dihydroxypropyl)-4,10-di-carboxymethyl-1,4,7,10-tetraazacyclododecan-1-yl]hexan-1,6-dioic acid). Isolated yield 75.0%. As a reaction SMILES: [C:1]([CH2:4][N:5]1[CH2:16][CH2:15][NH:14][CH2:13][CH2:12][N:11]([CH2:17][C:18]([OH:20])=[O:19])[CH2:10][CH2:9][N:8]([CH:21]([CH2:25][CH2:26][CH:27]([N:31]2[CH2:42][CH2:41][N:40]([CH2:43][C:44]([OH:46])=[O:45])[CH2:39][CH2:38][NH:37][CH2:36][CH2:35][N:34]([CH2:47][C:48]([OH:50])=[O:49])[CH2:33][CH2:32]2)[C:28]([OH:30])=[O:29])[C:22]([OH:24])=[O:23])[CH2:7][CH2:6]1)([OH:3])=[O:2].[OH-:51].[K+].[CH2:53]1[O:55][CH:54]1[CH2:56][OH:57]>O>[OH:55][CH:54]([CH2:56][OH:57])[CH2:53][N:37]1[CH2:36][CH2:35][N:34]([CH2:47][C:48]([OH:50])=[O:49])[CH2:33][CH2:32][N:31]([CH:27]([CH2:26][CH2:25][CH:21]([N:8]2[CH2:7][CH2:6][N:5]([CH2:4][C:1]([OH:3])=[O:2])[CH2:16][CH2:15][N:14]([CH2:53][CH:54]([OH:55])[CH2:56][OH:51])[CH2:13][CH2:12][N:11]([CH2:17][C:18]([OH:20])=[O:19])[CH2:10][CH2:9]2)[C:22]([OH:24])=[O:23])[C:28]([OH:30])=[O:29])[CH2:42][CH2:41][N:40]([CH2:43][C:44]([OH:46])=[O:45])[CH2:39][CH2:38]1 |f:1.2|. Reported procedure: The amine of Example 5 (1.0 g; 1.4 mmol) was dissolved in water (5 ml) and the pH adjusted to 11.5 using 1N KOH solution. Glycidol was added in five aliquots of 140 μL each over a five day period. Throughout, the system was maintained at ambient temperature under nitrogen with continuous stirring. After five days, the reaction mixture was adjusted to pH 12 and loaded on to a bed of AG1-X8 ion exchange resin (80 mL, OAc-form). After rinsing with water (1.9 L), the target compound was eluted from ... Starting materials: CS(C)=O, Nc1ncc(-c2nc(N3CCOCC3)c3nc(Cl)n(CC4CC4)c3n2)cn1, NCCO. Product: Nc1ncc(-c2nc(N3CCOCC3)c3nc(NCCO)n(CC4CC4)c3n2)cn1. RXN SMILES: [CH3:32][S:33](=[O:34])[CH3:35].[Cl:5][c:6]1[n:7]([CH2:28][CH:29]2[CH2:30][CH2:31]2)[c:8]2[n:9][c:10](-[c:21]3[cH:22][n:23][c:24]([NH2:27])[n:25][cH:26]3)[n:11][c:12]([N:15]3[CH2:16][CH2:17][O:18][CH2:19][CH2:20]3)[c:13]2[n:14]1.[NH2:1][CH2:2][CH2:3][OH:4]>>[NH:1]([CH2:2][CH2:3][OH:4])[c:6]1[n:7]([CH2:28][CH:29]2[CH2:30][CH2:31]2)[c:8]2[n:9][c:10](-[c:21]3[cH:22][n:23][c:24]([NH2:27])[n:25][cH:26]3)[n:11][c:12]([N:15]3[CH2:16][CH2:17][O:18][CH2:19][CH2:20]3)[c:13]2[n:14]1.